This data is from the Open Reaction Database (ORD), a public repository of structured organic reaction records. The task is: describe an organic reaction: reactants, conditions, products, and yield Starting materials: Brc1coc(Br)c1, [Li]CCCC, O=C1NC(=O)C(=O)C(=O)N1. The product is O=C1NC(=O)C(c2cc(Br)co2)C(=O)N1. As a reaction SMILES: [Br:6][c:7]1[o:8][cH:9][c:10]([Br:12])[cH:11]1.[CH2:1]([Li:2])[CH2:3][CH2:4][CH3:5].[NH:13]1[C:14](=[O:15])[NH:16][C:17](=[O:18])[C:19](=[O:20])[C:21]1=[O:22]>>[c:7]1([CH:19]2[C:17](=[O:18])[NH:16][C:14](=[O:15])[NH:13][C:21]2=[O:22])[o:8][cH:9][c:10]([Br:12])[cH:11]1. The reactants are COC(=O)C1=Cc2cccc(OCc3ccccc3)c2CC1, CC(C)C[Al+]CC(C)C, ClCCl, [H-], [Na+], [OH-]. The product is OCC1=Cc2cccc(OCc3ccccc3)c2CC1. RXN SMILES: [CH2:1]([c:2]1[cH:3][cH:4][cH:5][cH:6][cH:7]1)[O:8][c:9]1[c:10]2[c:15]([cH:16][cH:17][cH:18]1)[CH:14]=[C:13]([C:19](=[O:20])[O:21][CH3:22])[CH2:12][CH2:11]2.[CH2:29]([Al+:30][CH2:31][CH:32]([CH3:33])[CH3:34])[CH:35]([CH3:36])[CH3:37].[Cl:25][CH2:26][Cl:27].[H-:28].[Na+:24].[OH-:23]>>[CH2:1]([c:2]1[cH:3][cH:4][cH:5][cH:6][cH:7]1)[O:8][c:9]1[c:10]2[c:15]([cH:16][cH:17][cH:18]1)[CH:14]=[C:13]([CH2:19][OH:20])[CH2:12][CH2:11]2. Starting materials: ClC=1C=CC(=C(C1)N1C(C=2N(C(=NC2C1=O)C=1C=C(C=NC1OC)CC(=O)O)C(C)C)C1=CC=C(C=C1)C#N)C ({5-[5-(5-Chloro-2-methyl-phenyl)-6-(4-cyano-phenyl)-1-isopropyl-4-oxo-1,4,5,6-tetrahydro-pyrrolo[3,4-d]imidazol-2-yl]-6-methoxy-pyridin-3-yl}-acetic acid), Cl.CN (methylamine hydrochloride). Run in C(Cl)Cl.CO (CH2Cl2 MeOH). Product: ClC=1C=CC(=C(C1)N1C(C=2N(C(=NC2C1=O)C=1C=C(C=NC1OC)CC(=O)NC)C(C)C)C1=CC=C(C=C1)C#N)C (2-{5-[5-(5-Chloro-2-methyl-phenyl)-6-(4-cyano-phenyl)-1-isopropyl-4-oxo-1,4,5,6-tetrahydro-pyrrolo[3,4-d]imidazol-2-yl]-6-methoxy-pyridin-3-yl}-N-methyl-acetamide). Reaction SMILES: [Cl:1][C:2]1[CH:3]=[CH:4][C:5]([CH3:40])=[C:6]([N:8]2[C:15](=[O:16])[C:14]3[N:13]=[C:12]([C:17]4[CH:18]=[C:19]([CH2:25][C:26]([OH:28])=O)[CH:20]=[N:21][C:22]=4[O:23][CH3:24])[N:11]([CH:29]([CH3:31])[CH3:30])[C:10]=3[CH:9]2[C:32]2[CH:37]=[CH:36][C:35]([C:38]#[N:39])=[CH:34][CH:33]=2)[CH:7]=1.Cl.[CH3:42][NH2:43]>C(Cl)Cl.CO>[Cl:1][C:2]1[CH:3]=[CH:4][C:5]([CH3:40])=[C:6]([N:8]2[C:15](=[O:16])[C:14]3[N:13]=[C:12]([C:17]4[CH:18]=[C:19]([CH2:25][C:26]([NH:43][CH3:42])=[O:28])[CH:20]=[N:21][C:22]=4[O:23][CH3:24])[N:11]([CH:29]([CH3:31])[CH3:30])[C:10]=3[CH:9]2[C:32]2[CH:33]=[CH:34][C:35]([C:38]#[N:39])=[CH:36][CH:37]=2)[CH:7]=1 |f:1.2,3.4|. Reported procedure: The title compound was prepared in analogy to the procedure described for example 147 but using the product from example 146 and methylamine hydrochloride. tR: 0.97 min (LC-MS 2); ESI-MS: 569.3/571.3 [M+H]+ (LC-MS 2); Rf=0.15 (CH2Cl2/MeOH, 20:1).